From a dataset of the Open Reaction Database (ORD), a public repository of structured organic reaction records. describe an organic reaction: reactants, conditions, products, and yield Reactants: C=CC(=O)OCC, C1CCOC1, Ic1ccc(COc2ccccc2)cc1, [Zn], c1ccncc1. The product is CCOC(=O)CCc1ccc(COc2ccccc2)cc1. As a reaction SMILES: [C:1]([CH:2]=[CH2:3])(=[O:4])[O:5][CH2:6][CH3:7].[CH2:29]1[O:30][CH2:31][CH2:32][CH2:33]1.[I:14][c:15]1[cH:16][cH:17][c:18]([CH2:21][O:22][c:23]2[cH:24][cH:25][cH:26][cH:27][cH:28]2)[cH:19][cH:20]1.[Zn:34].[cH:8]1[cH:9][cH:10][n:11][cH:12][cH:13]1>>[C:1]([CH2:2][CH2:3][c:15]1[cH:16][cH:17][c:18]([CH2:21][O:22][c:23]2[cH:24][cH:25][cH:26][cH:27][cH:28]2)[cH:19][cH:20]1)(=[O:4])[O:5][CH2:6][CH3:7]. Yields the product NN(C(=O)CC(O)CCOc1ccccc1)C(=O)c1ccc(O)cc1. Reactants: CCOC(=O)N1c2ccccc2C=CC1OCC, O=C(O)CC(O)CCOc1ccccc1, NNC(=O)c1ccc(O)cc1. RXN SMILES: [CH2:16]([O:17][CH:18]1[CH:19]=[CH:20][c:21]2[c:22]([cH:23][cH:24][cH:25][cH:26]2)[N:27]1[C:28]([O:29][CH2:30][CH3:31])=[O:32])[CH3:33].[OH:1][CH:2]([CH2:3][C:4](=[O:5])[OH:6])[CH2:7][CH2:8][O:9][c:10]1[cH:11][cH:12][cH:13][cH:14][cH:15]1.[OH:34][c:35]1[cH:36][cH:37][c:38]([C:39](=[O:40])[NH:41][NH2:42])[cH:43][cH:44]1>>[OH:1][CH:2]([CH2:3][C:4](=[O:6])[N:41]([C:39]([c:38]1[cH:37][cH:36][c:35]([OH:34])[cH:44][cH:43]1)=[O:40])[NH2:42])[CH2:7][CH2:8][O:9][c:10]1[cH:11][cH:12][cH:13][cH:14][cH:15]1.